From a dataset of the Open Reaction Database (ORD), a public repository of structured organic reaction records. describe an organic reaction: reactants, conditions, products, and yield Procedure: In a manner similar to that of Example 4a, by reacting 400 mg (0.88 mmol) of 4-[(E)-3-oxo-3-(5,5,8,8-tetramethyl-4-p-tolyl-5,6,7,8-tetrahydro-2-naphthyl)propenyl]benzoic acid (Example 23) with 428 mg of cerium chloride heptahydrate and 40 mg of sodium borohydride. The desired product is obtained in the form of a white solid (m=200 mg; yield=50%; m.p.=179° C.). Yields the product OC(/C=C/C1=CC=C(C(=O)O)C=C1)C1=CC=2C(CCC(C2C(=C1)C1=CC=C(C=C1)C)(C)C)(C)C (4-[(E)-3-Hydroxy-3-(5,5,8,8-tetramethyl-4-p-tolyl-5,6,7,8-tetrahydro-2-naphthyl)propenyl]benzoic Acid). Yield: 50.0%. The reactants are O=C(/C=C/C1=CC=C(C(=O)O)C=C1)C1=CC=2C(CCC(C2C(=C1)C1=CC=C(C=C1)C)(C)C)(C)C (4-[(E)-3-oxo-3-(5,5,8,8-tetramethyl-4-p-tolyl-5,6,7,8-tetrahydro-2-naphthyl)propenyl]benzoic acid), O.O.O.O.O.O.O.[Cl-].[Ce+3].[Cl-].[Cl-] (cerium chloride heptahydrate), [BH4-].[Na+] (sodium borohydride). RXN SMILES: [O:1]=[C:2]([C:14]1[CH:23]=[C:22]([C:24]2[CH:29]=[CH:28][C:27]([CH3:30])=[CH:26][CH:25]=2)[C:21]2[C:20]([CH3:32])([CH3:31])[CH2:19][CH2:18][C:17]([CH3:34])([CH3:33])[C:16]=2[CH:15]=1)/[CH:3]=[CH:4]/[C:5]1[CH:13]=[CH:12][C:8]([C:9]([OH:11])=[O:10])=[CH:7][CH:6]=1.O.O.O.O.O.O.O.[Cl-].[Ce+3].[Cl-].[Cl-].[BH4-].[Na+]>>[OH:1][CH:2]([C:14]1[CH:23]=[C:22]([C:24]2[CH:29]=[CH:28][C:27]([CH3:30])=[CH:26][CH:25]=2)[C:21]2[C:20]([CH3:32])([CH3:31])[CH2:19][CH2:18][C:17]([CH3:34])([CH3:33])[C:16]=2[CH:15]=1)/[CH:3]=[CH:4]/[C:5]1[CH:6]=[CH:7][C:8]([C:9]([OH:11])=[O:10])=[CH:12][CH:13]=1 |f:1.2.3.4.5.6.7.8.9.10.11,12.13|.